From a dataset of the Open Reaction Database (ORD), a public repository of structured organic reaction records. describe an organic reaction: reactants, conditions, products, and yield The reactants are C1(=CC=CC=C1)C1=NC=CC(=N1)C(=O)Cl (2-phenyl-4-pyrimidinecarboxylic acid chloride), [BH4-].[Li+] (lithium borohydride). Solvent: C(C)(=O)OCC (ethyl acetate), O1CCCC1 (tetrahydrofuran). Conditions: time 10 minute. The product is C1(=CC=CC=C1)C1=NC=CC(=N1)CO (2-phenyl-4-hydroxymethylpyrimidine). Isolated yield 81.0%. As a reaction SMILES: [C:1]1([C:7]2[N:12]=[C:11]([C:13](Cl)=[O:14])[CH:10]=[CH:9][N:8]=2)[CH:6]=[CH:5][CH:4]=[CH:3][CH:2]=1.[BH4-].[Li+]>O1CCCC1.C(OCC)(=O)C>[C:1]1([C:7]2[N:12]=[C:11]([CH2:13][OH:14])[CH:10]=[CH:9][N:8]=2)[CH:2]=[CH:3][CH:4]=[CH:5][CH:6]=1 |f:1.2|. Procedure details: To a solution of 145 mg of 2-phenyl-4-pyrimidinecarboxylic acid chloride in 5 mL tetrahydrofuran was added excess lithium borohydride. The reaction mixture was stirred at room temperature for 10 minutes then diluted with 25 mL of ethyl acetate and filtered. The filtrate was washed successively with 25 mL aliquots of 1N sodium hydroxide and brine. The solvent was removed by evaporation under reduced pressure to yield 100 mg of 2-phenyl-4-hydroxymethylpyrimidine as a white solid. The reactants are C(C)(=O)O.C(=N)N (formamidine acetate), C(C1=CC=CC=C1)OC(=O)N1C[C@@H](CCC1)C=1N(C(=CC1)C#N)N ((R)3-(1-Amino-5-cyano-1H-pyrrol-2-yl)-piperidine-1-carboxylic acid benzyl ester), C(C)(=O)O.C(=N)N (formamidine acetate). Solvent: CCCCO (n-BuOH). The product is C(C1=CC=CC=C1)OC(=O)N1C[C@@H](CCC1)C1=CC=C2C(=NC=NN21)N ((R)3-(4-Amino-pyrrolo[2,1-f][1,2,4]triazin-7-yl)-piperidine-1-carboxylic acid benzyl ester). Reported procedure: The product from step 5 (3.57 g, 11.00 mmol) was dissolved in 40 mL of n-BuOH and treated with formamidine acetate (11.48 g, 110.0 mmol). The mixture was heated to reflux for 8 h whereupon an additional 2.75 g (26.4 mmol) of formamidine acetate was added. Heating continued for 1.5 h and then the reaction was allowed to cool to rt overnight. The black reaction mixture was filtered through Celite® and the Celite® pad was washed with 100 mL of EtOH. The filtrate was concentrated in vacuo and the re... The yield is 93.1%. As a reaction SMILES: [CH2:1]([O:8][C:9]([N:11]1[CH2:16][CH2:15][CH2:14][C@@H:13]([C:17]2[N:18]([NH2:24])[C:19](C#N)=[CH:20][CH:21]=2)[CH2:12]1)=[O:10])[C:2]1[CH:7]=[CH:6][CH:5]=[CH:4][CH:3]=1.[C:25](O)(=O)C.[CH:29]([NH2:31])=[NH:30]>CCCCO>[CH2:1]([O:8][C:9]([N:11]1[CH2:16][CH2:15][CH2:14][C@@H:13]([C:17]2[N:18]3[C:19]([C:29]([NH2:31])=[N:30][CH:25]=[N:24]3)=[CH:20][CH:21]=2)[CH2:12]1)=[O:10])[C:2]1[CH:3]=[CH:4][CH:5]=[CH:6][CH:7]=1 |f:1.2|. Conditions: time 1.5 hour.